Dataset: the Open Reaction Database (ORD), a public repository of structured organic reaction records. Task: describe an organic reaction: reactants, conditions, products, and yield The reactants are Br, Cn1nnc(C2CC(c3cc(=O)[nH]o3)CCN2C(=O)OCc2ccccc2)n1. Yields the product Cn1nnc(C2CC(c3cc(=O)[nH]o3)CCN2)n1. As a reaction SMILES: [BrH:29].[CH3:1][n:2]1[n:3][c:4]([CH:7]2[N:8]([C:19]([O:20][CH2:21][c:22]3[cH:23][cH:24][cH:25][cH:26][cH:27]3)=[O:28])[CH2:9][CH2:10][CH:11]([c:13]3[cH:14][c:15](=[O:18])[nH:16][o:17]3)[CH2:12]2)[n:5][n:6]1>>[CH3:1][n:2]1[n:3][c:4]([CH:7]2[NH:8][CH2:9][CH2:10][CH:11]([c:13]3[cH:14][c:15](=[O:18])[nH:16][o:17]3)[CH2:12]2)[n:5][n:6]1. Reactants: N1CCCC1 (pyrrolidine), C1=CC=CC=2NC3=C(NC(C21)=O)C=CC=C3 (5,10-dihydro-11H-dibenzo[b,e][1,4]diazepin-11-one), C(C=C)(=O)Cl (acrylic acid chloride), C(C)O (ethanol). Solvent: C1(=CC=CC=C1)C (toluene). Yields the product N1(CCCC1)CCC(=O)N1C2=C(NC(C3=C1C=CC=C3)=O)C=CC=C2 (5,10-Dihydro-5-[3-pyrrolidino-propionyl]-11H-dibenzo[b,e][1,4]diazepin-11-one). As a reaction SMILES: [CH:1]1[C:11]2[C:10](=[O:12])[NH:9][C:8]3[CH:13]=[CH:14][CH:15]=[CH:16][C:7]=3[NH:6][C:5]=2[CH:4]=[CH:3][CH:2]=1.[C:17](Cl)(=[O:20])[CH:18]=[CH2:19].C(O)C.[NH:25]1[CH2:29][CH2:28][CH2:27][CH2:26]1>C1(C)C=CC=CC=1>[N:25]1([CH2:19][CH2:18][C:17]([N:6]2[C:5]3[CH:4]=[CH:3][CH:2]=[CH:1][C:11]=3[C:10](=[O:12])[NH:9][C:8]3[CH:13]=[CH:14][CH:15]=[CH:16][C:7]2=3)=[O:20])[CH2:29][CH2:28][CH2:27][CH2:26]1. Procedure: 6.3 gm (0.03 mol) of 5,10-dihydro-11H-dibenzo[b,e][1,4]diazepin-11-one and 3.3 gm (0.036 mol) of acrylic acid chloride were refluxed, while stirring, in 200 ml of toluene for 3 hours. The reaction mixture was then evaporated in vacuo. The dry residue was admixed with 200 ml of ethanol, and 2.5 gm (0.035 mol) of pyrrolidine were added dropwise, while stirring, to the boiling solution. Subsequently, the reaction mixture was heated for 20 minutes, then evaporated in vacuo to about 1/10 of its origi... The reactants are CC1=C(C(=CC=C1)C)C1=CC(=CC=C1)CNC1=CC=C(C=C1)CCC(=O)OC (methyl 3-(4-{[(2′,6′-dimethylbiphenyl-3-yl)methyl]amino}phenyl)propanoate), C(C)(=O)OC(C)=O (acetic anhydride). Run in N1=CC=CC=C1 (pyridine). Product: C(C)(=O)N(C1=CC=C(C=C1)CCC(=O)OC)CC=1C=C(C=CC1)C1=C(C=CC=C1C)C (methyl 3-(4-{acetyl[(2′,6′-dimethylbiphenyl-3-yl)methyl]amino}phenyl)propanoate). Isolated yield 97.6%. As a reaction SMILES: [CH3:1][C:2]1[CH:7]=[CH:6][CH:5]=[C:4]([CH3:8])[C:3]=1[C:9]1[CH:14]=[CH:13][CH:12]=[C:11]([CH2:15][NH:16][C:17]2[CH:22]=[CH:21][C:20]([CH2:23][CH2:24][C:25]([O:27][CH3:28])=[O:26])=[CH:19][CH:18]=2)[CH:10]=1.[C:29](OC(=O)C)(=[O:31])[CH3:30]>N1C=CC=CC=1>[C:29]([N:16]([CH2:15][C:11]1[CH:10]=[C:9]([C:3]2[C:2]([CH3:1])=[CH:7][CH:6]=[CH:5][C:4]=2[CH3:8])[CH:14]=[CH:13][CH:12]=1)[C:17]1[CH:18]=[CH:19][C:20]([CH2:23][CH2:24][C:25]([O:27][CH3:28])=[O:26])=[CH:21][CH:22]=1)(=[O:31])[CH3:30]. Reported procedure: A solution of methyl 3-(4-{[(2′,6′-dimethylbiphenyl-3-yl)methyl]amino}phenyl)propanoate (0.598 g, 1.60 mmol) and acetic anhydride (0.226 mL, 2.40 mmol) in pyridine (3 mL) was stirred at room temperature for 20 hr. The solvent was evaporated by concentration. The obtained residue was diluted with ethyl acetate, washed with 1 M hydrochloric acid and saturated brine, dried over anhydrous sodium sulfate, and concentrated under reduced pressure. The residue was purified by silica gel column chromatog...